Dataset: the Open Reaction Database (ORD), a public repository of structured organic reaction records. Task: describe an organic reaction: reactants, conditions, products, and yield Starting materials: C1COCCN1, CC(C)(C)[O-], CCOC(C)=O, CON(C)C(=O)c1ccnc(Cl)c1, [Na+], C1COCCO1. The product is CON(C)C(=O)c1ccnc(N2CCOCC2)c1. RXN SMILES: [CH2:14]1[CH2:15][O:16][CH2:17][CH2:18][NH:19]1.[CH3:20][C:21]([CH3:22])([O-:23])[CH3:24].[CH3:32][CH2:33][O:34][C:35](=[O:36])[CH3:37].[Cl:1][c:2]1[cH:3][c:4]([C:5](=[O:6])[N:7]([CH3:8])[O:9][CH3:10])[cH:11][cH:12][n:13]1.[Na+:25].[O:26]1[CH2:27][CH2:28][O:29][CH2:30][CH2:31]1>>[c:2]1([N:19]2[CH2:14][CH2:15][O:16][CH2:17][CH2:18]2)[cH:3][c:4]([C:5](=[O:6])[N:7]([CH3:8])[O:9][CH3:10])[cH:11][cH:12][n:13]1.